The task is: describe an organic reaction: reactants, conditions, products, and yield. This data is from the Open Reaction Database (ORD), a public repository of structured organic reaction records. Reactants: CCOC(=O)N1c2ccc(O)nc2C(Nc2ncc(N3CCOCC3)c(Cc3cc(C(F)(F)F)cc(C(F)(F)F)c3)n2)CC1CC, CCI, CN(C)C=O, CCOC(C)=O, [H-], [Na+], O. Product: CCOC(=O)N1c2ccc(OCC)nc2C(Nc2ncc(N3CCOCC3)c(Cc3cc(C(F)(F)F)cc(C(F)(F)F)c3)n2)CC1CC. As a reaction SMILES: [CH2:1]([CH3:2])[O:3][C:4](=[O:5])[N:6]1[CH:7]([CH2:45][CH3:46])[CH2:8][CH:9]([NH:17][c:18]2[n:19][cH:20][c:21]([N:39]3[CH2:40][CH2:41][O:42][CH2:43][CH2:44]3)[c:22]([CH2:24][c:25]3[cH:26][c:27]([C:35]([F:36])([F:37])[F:38])[cH:28][c:29]([C:31]([F:32])([F:33])[F:34])[cH:30]3)[n:23]2)[c:10]2[n:11][c:12]([OH:16])[cH:13][cH:14][c:15]21.[CH2:49]([CH3:50])[I:51].[CH3:53][N:54]([CH3:55])[CH:56]=[O:57].[CH3:58][CH2:59][O:60][C:61](=[O:62])[CH3:63].[H-:47].[Na+:48].[OH2:52]>>[CH2:1]([CH3:2])[O:3][C:4](=[O:5])[N:6]1[CH:7]([CH2:45][CH3:46])[CH2:8][CH:9]([NH:17][c:18]2[n:19][cH:20][c:21]([N:39]3[CH2:40][CH2:41][O:42][CH2:43][CH2:44]3)[c:22]([CH2:24][c:25]3[cH:26][c:27]([C:35]([F:36])([F:37])[F:38])[cH:28][c:29]([C:31]([F:32])([F:33])[F:34])[cH:30]3)[n:23]2)[c:10]2[n:11][c:12]([O:16][CH2:49][CH3:50])[cH:13][cH:14][c:15]21.